Dataset: the Open Reaction Database (ORD), a public repository of structured organic reaction records. Task: describe an organic reaction: reactants, conditions, products, and yield Reactants: BrC1=CC=CC(=N1)CCO (2-(6-Bromopyridin-2-yl)ethanol), ICC1=NC(=NO1)C (5-(iodomethyl)-3-methyl-1,2,4-oxadiazole). Product: BrC1=NC(=CC=C1)CCOCC1=NC(=NO1)C (2-Bromo-6-{2-[(3-methyl-1,2,4-oxadiazol-5-yl)methoxy]ethyl}pyridine). As a reaction SMILES: [Br:1][C:2]1[N:7]=[C:6]([CH2:8][CH2:9][OH:10])[CH:5]=[CH:4][CH:3]=1.I[CH2:12][C:13]1[O:17][N:16]=[C:15]([CH3:18])[N:14]=1>>[Br:1][C:2]1[CH:3]=[CH:4][CH:5]=[C:6]([CH2:8][CH2:9][O:10][CH2:12][C:13]2[O:17][N:16]=[C:15]([CH3:18])[N:14]=2)[N:7]=1. Procedure details: The title compound was prepared as described in Example 236, Step 1 using 2-(6-bromopyridin-2-yl)ethanol (Example 235 Step 3) (50 mg, 0.25 mmol) and 5-(iodomethyl)-3-methyl-1,2,4-oxadiazole (110 mg, 0.50 mmol) as starting materials. The reactants are [H-].[Na+] (sodium hydride), BrCC=1SC=CC1Cl (2-bromomethyl-3-chloro-thiophene), ClC1=CC=C(S1)C(CN1C=NC=C1)O (1-(5-chloro-2-thienyl)-2-(1-imidazolyl) ethanol). The solvent is O1CCCC1 (tetrahydrofuran), O1CCCC1 (tetrahydrofuran), O1CCCC1 (tetrahydrofuran). Reaction conditions: time 1 hour. The product is Cl.ClC1=CC=C(S1)C(CN1C=NC=C1)OCC=1SC=CC1Cl (1-[2-(5 -chloro-2-thienyl)-2-(3-chloro-2-thienyl methoxy)ethyl]imidazole hydrochloride). The yield is 52.6%. As a reaction SMILES: [Cl:1][C:2]1[S:6][C:5]([CH:7]([OH:14])[CH2:8][N:9]2[CH:13]=[CH:12][N:11]=[CH:10]2)=[CH:4][CH:3]=1.[H-].[Na+].Br[CH2:18][C:19]1[S:20][CH:21]=[CH:22][C:23]=1[Cl:24]>O1CCCC1>[ClH:1].[Cl:1][C:2]1[S:6][C:5]([CH:7]([O:14][CH2:18][C:19]2[S:20][CH:21]=[CH:22][C:23]=2[Cl:24])[CH2:8][N:9]2[CH:13]=[CH:12][N:11]=[CH:10]2)=[CH:4][CH:3]=1 |f:1.2,5.6|. Reported procedure: A solution of 1-(5-chloro-2-thienyl)-2-(1-imidazolyl) ethanol (1.1 g, 4.8 mmole) dissolved in dry tetrahydrofuran (10 ml) was added to a stirred suspension of sodium hydride (0.4 g, as 80% dispersion in oil, 16 mmole) in dry tetrahydrofuran (40 ml). After stirring for 1 hour at room temperature the mixture was cooled in ice and a solution of 2-bromomethyl-3-chloro-thiophene (1.0 g, 4.7 mmole) in dry tetrahydrofuran (10 ml) was added dropwise. The mixture was allowed to stir for a further 1 hour ... Starting materials: Cc1ccc(S(=O)(=O)OCC2CCN(C(=O)OC(C)(C)C)CC2)cc1, O=C([O-])[O-], CC#N, Cc1c(OC2CCNCC2)ccc(Cl)c1Cl, Cl, [K+], [K+], O. Yields the product Cc1c(OC2CCN(CC3CCN(C(=O)OC(C)(C)C)CC3)CC2)ccc(Cl)c1Cl. Reaction SMILES: [C:18]([CH3:19])([CH3:20])([CH3:21])[O:22][C:23](=[O:24])[N:25]1[CH2:26][CH2:27][CH:28]([CH2:31][O:32][S:33]([c:34]2[cH:35][cH:36][c:37]([CH3:38])[cH:39][cH:40]2)(=[O:41])=[O:42])[CH2:29][CH2:30]1.[C:43](=[O:44])([O-:45])[O-:46].[CH3:49][C:50]#[N:51].[Cl:2][c:3]1[c:4]([CH3:17])[c:5]([O:6][CH:7]2[CH2:8][CH2:9][NH:10][CH2:11][CH2:12]2)[cH:13][cH:14][c:15]1[Cl:16].[ClH:1].[K+:47].[K+:48].[OH2:52]>>[Cl:2][c:3]1[c:4]([CH3:17])[c:5]([O:6][CH:7]2[CH2:8][CH2:9][N:10]([CH2:31][CH:28]3[CH2:27][CH2:26][N:25]([C:23]([O:22][C:18]([CH3:19])([CH3:20])[CH3:21])=[O:24])[CH2:30][CH2:29]3)[CH2:11][CH2:12]2)[cH:13][cH:14][c:15]1[Cl:16]. The reactants are CC(C)[Si](C(C)C)(C(C)C)n1ccc(-c2cccc3c2n(C(=O)OC(C)(C)C)c(=O)n3Cc2ccccc2)c1, CCOC(C)=O, C1COCCO1, CCCC[N+](CCCC)(CCCC)CCCC, [F-], C1CCOC1, O. Yields the product CC(C)(C)OC(=O)n1c(=O)n(Cc2ccccc2)c2cccc(-c3cc[nH]c3)c21. RXN SMILES: [C:1]([CH3:2])([CH3:3])([CH3:4])[O:5][C:6](=[O:7])[n:8]1[c:9](=[O:39])[n:10]([CH2:32][c:33]2[cH:34][cH:35][cH:36][cH:37][cH:38]2)[c:11]2[c:12]1[c:13](-[c:17]1[cH:18][n:19]([Si:22]([CH:23]([CH3:24])[CH3:25])([CH:26]([CH3:27])[CH3:28])[CH:29]([CH3:30])[CH3:31])[cH:20][cH:21]1)[cH:14][cH:15][cH:16]2.[C:58]([O:59][CH2:60][CH3:61])(=[O:62])[CH3:63].[CH2:65]1[O:66][CH2:67][CH2:68][O:69][CH2:70]1.[CH3:41][CH2:42][CH2:43][CH2:44][N+:45]([CH2:46][CH2:47][CH2:48][CH3:49])([CH2:50][CH2:51][CH2:52][CH3:53])[CH2:54][CH2:55][CH2:56][CH3:57].[F-:40].[O:71]1[CH2:72][CH2:73][CH2:74][CH2:75]1.[OH2:64]>>[C:1]([CH3:2])([CH3:3])([CH3:4])[O:5][C:6](=[O:7])[n:8]1[c:9](=[O:39])[n:10]([CH2:32][c:33]2[cH:34][cH:35][cH:36][cH:37][cH:38]2)[c:11]2[c:12]1[c:13](-[c:17]1[cH:18][nH:19][cH:20][cH:21]1)[cH:14][cH:15][cH:16]2.